Dataset: the Open Reaction Database (ORD), a public repository of structured organic reaction records. Task: describe an organic reaction: reactants, conditions, products, and yield Reactants: CCOc1cc(C(C)(C)C#N)c(Cl)cc1C1=NC(c2ccc(Cl)cc2)C(c2ccc(Cl)cc2)N1C(=O)Cl, O=C(CN1CCNCC1)N1CCOCC1. Yields the product CCOc1cc(C(C)(C)C#N)c(Cl)cc1C1=NC(c2ccc(Cl)cc2)C(c2ccc(Cl)cc2)N1C(=O)N1CCN(CC(=O)N2CCOCC2)CC1. RXN SMILES: [Cl:1][c:2]1[c:3]([C:33]([CH3:34])([CH3:35])[C:36]#[N:37])[cH:4][c:5]([O:30][CH2:31][CH3:32])[c:6]([C:8]2=[N:12][CH:11]([c:13]3[cH:14][cH:15][c:16]([Cl:19])[cH:17][cH:18]3)[CH:10]([c:20]3[cH:21][cH:22][c:23]([Cl:26])[cH:24][cH:25]3)[N:9]2[C:27](=[O:28])[Cl:29])[cH:7]1.[O:38]1[CH2:39][CH2:40][N:41]([C:44]([CH2:45][N:46]2[CH2:47][CH2:48][NH:49][CH2:50][CH2:51]2)=[O:52])[CH2:42][CH2:43]1>>[Cl:1][c:2]1[c:3]([C:33]([CH3:34])([CH3:35])[C:36]#[N:37])[cH:4][c:5]([O:30][CH2:31][CH3:32])[c:6]([C:8]2=[N:12][CH:11]([c:13]3[cH:14][cH:15][c:16]([Cl:19])[cH:17][cH:18]3)[CH:10]([c:20]3[cH:21][cH:22][c:23]([Cl:26])[cH:24][cH:25]3)[N:9]2[C:27](=[O:28])[N:49]2[CH2:48][CH2:47][N:46]([CH2:45][C:44]([N:41]3[CH2:40][CH2:39][O:38][CH2:43][CH2:42]3)=[O:52])[CH2:51][CH2:50]2)[cH:7]1. The reactants are CN1C=NC=C1C=O (1-methyl-1H-imidazole-5-carbaldehyde), ClC1=C(C(=NC2=CC=C(C=C12)C(O)C=1C(=NC(=CC1)C)C)OC)CC1=CC=C(C=C1)C(F)(F)F ((4-Chloro-2-methoxy-3-(4-(trifluoromethyl)benzyl)quinolin-6-yl)(2,6-dimethylpyridin-3-yl)methanol), ClC1=C(C(=NC2=CC=C(C=C12)C(O)C=1C(=NC(=CC1)C)C)OC)CC1=CC=C(C=C1)C(F)(F)F ((4-Chloro-2-methoxy-3-(4-(trifluoromethyl)benzyl)quinolin-6-yl)(2,6-dimethylpyridin-3-yl)methanol), C(=O)=O (dry-ice), [Li]CCCC (n-BuLi). Solvent: C1CCOC1 (THF). Conditions: time 2 minute. The product is ClC1=C(C(=NC2=CC=C(C=C12)C(O)C1=CN=CN1C)OC)CC1=CC=C(C=C1)C(F)(F)F ((4-Chloro-2-methoxy-3-(4-(trifluoromethyl)benzyl)quinolin-6-yl)(1-methyl-1H-imidazol-5-yl)methanol). Reaction SMILES: [Cl:1][C:2]1[C:11]2[C:6](=[CH:7][CH:8]=[C:9]([CH:12]([C:14]3C(C)=NC(C)=C[CH:19]=3)[OH:13])[CH:10]=2)[N:5]=[C:4]([O:22][CH3:23])[C:3]=1[CH2:24][C:25]1[CH:30]=[CH:29][C:28]([C:31]([F:34])([F:33])[F:32])=[CH:27][CH:26]=1.[Li]CCCC.[CH3:40][N:41]1C(C=O)=C[N:43]=[CH:42]1.C(=O)=O>C1COCC1>[Cl:1][C:2]1[C:11]2[C:6](=[CH:7][CH:8]=[C:9]([CH:12]([C:14]3[N:41]([CH3:40])[CH:42]=[N:43][CH:19]=3)[OH:13])[CH:10]=2)[N:5]=[C:4]([O:22][CH3:23])[C:3]=1[CH2:24][C:25]1[CH:30]=[CH:29][C:28]([C:31]([F:32])([F:33])[F:34])=[CH:27][CH:26]=1. Procedure: To a flask containing 6-bromo-4-chloro-2-methoxy-3-(4-(trifluoromethyl)benzyl)quinoline (Intermediate 12: step d, 3.0 g, 6.97 mmol) was added THF (40 ml) and the solution was cooled to −70° C. n-BuLi (2.5 M in hexanes, 2.8 mL, 7 mmol) was added dropwise. After 2 minutes, 1-methyl-1H-imidazole-5-carbaldehyde (1.2 g, 9 mmol, in 10 mL THF) was introduced. After 15 minutes, the dry-ice bath was replaced with a 0° C. bath. After 35 minutes the reaction mixture was quenched with aqueous NH4Cl solution...